From a dataset of the Open Reaction Database (ORD), a public repository of structured organic reaction records. describe an organic reaction: reactants, conditions, products, and yield Reactants: C(CCCCC(=O)Cl)(=O)Cl (adipoyl chloride), OCCCCCCCCCCCCCCCC(=O)OC(C)OC(CCCCCCCCCCCCCCCO)=O (ethylidene bis(16-hydroxyhexadecanoate)). Solvent: C(Cl)(Cl)Cl (chloroform), C(Cl)(Cl)Cl (chloroform). Conditions: temperature 50 celsius, time 3 hour. The product is ClC(=O)CCCCC(=O)OCCCCCCCCCCCCCCCC(=O)OC(C)OC(CCCCCCCCCCCCCCCOC(CCCCC(=O)Cl)=O)=O (Ethylidene bis[16-(5-chlorocarbonylpentanoyloxy)-hexadecanoate]). The yield is 103.2%. As a reaction SMILES: [C:1]([Cl:10])(=[O:9])[CH2:2][CH2:3][CH2:4][CH2:5][C:6](Cl)=[O:7].[OH:11][CH2:12][CH2:13][CH2:14][CH2:15][CH2:16][CH2:17][CH2:18][CH2:19][CH2:20][CH2:21][CH2:22][CH2:23][CH2:24][CH2:25][CH2:26][C:27]([O:29][CH:30]([O:32][C:33](=[O:50])[CH2:34][CH2:35][CH2:36][CH2:37][CH2:38][CH2:39][CH2:40][CH2:41][CH2:42][CH2:43][CH2:44][CH2:45][CH2:46][CH2:47][CH2:48][OH:49])[CH3:31])=[O:28]>C(Cl)(Cl)Cl>[Cl:10][C:1]([CH2:2][CH2:3][CH2:4][CH2:5][C:6]([O:11][CH2:12][CH2:13][CH2:14][CH2:15][CH2:16][CH2:17][CH2:18][CH2:19][CH2:20][CH2:21][CH2:22][CH2:23][CH2:24][CH2:25][CH2:26][C:27]([O:29][CH:30]([O:32][C:33](=[O:50])[CH2:34][CH2:35][CH2:36][CH2:37][CH2:38][CH2:39][CH2:40][CH2:41][CH2:42][CH2:43][CH2:44][CH2:45][CH2:46][CH2:47][CH2:48][O:49][C:6](=[O:7])[CH2:5][CH2:4][CH2:3][CH2:2][C:1]([Cl:10])=[O:9])[CH3:31])=[O:28])=[O:7])=[O:9]. Reported procedure: In a three-necked round bottomed flask equipped with a reflux condenser, a glass gas inlet tube and a pressure equalizing dropping funnel was placed freshly distilled adipoyl chloride (2.60 ml, 17.50 mmol) dissolved in absolute chloroform (15 ml). The temperature was raised to ca. 50° C. and under a gentle stream of nitrogen through the solution, a solution of ethylidene bis(16-hydroxyhexadecanoate) (1.0 g, 1.75 mmol) in absolute chloroform (30 ml) was added dropwise and left at this temperature... Reactants: OC1=C(C(=NC2=C(C=CC=C12)C(F)(F)F)C(CC)O)C(=O)NC=1SC=CN1 (4-hydroxy-2-(1-hydroxypropyl)-N-(2-thiazolyl)-8-trifluoromethyl-3-quinoline carboxamide), C(C1=CC=CC=C1)(=O)O (benzoic acid). Product: C(C1=CC=CC=C1)(=O)OC(CC)C1=NC2=C(C=CC=C2C(=C1C(=O)NC=1SC=CN1)O)C(F)(F)F (2-[1-(benzoyloxy)-propyl]-4-hydroxy-N-(2-thiazolyl)-8-(trifluoromethyl)-3-quinoline carboxamide). The yield is 73.7%. RXN SMILES: [OH:1][C:2]1[C:11]2[C:6](=[C:7]([C:12]([F:15])([F:14])[F:13])[CH:8]=[CH:9][CH:10]=2)[N:5]=[C:4]([CH:16]([OH:19])[CH2:17][CH3:18])[C:3]=1[C:20]([NH:22][C:23]1[S:24][CH:25]=[CH:26][N:27]=1)=[O:21].[C:28](O)(=[O:35])[C:29]1[CH:34]=[CH:33][CH:32]=[CH:31][CH:30]=1>>[C:28]([O:19][CH:16]([C:4]1[C:3]([C:20]([NH:22][C:23]2[S:24][CH:25]=[CH:26][N:27]=2)=[O:21])=[C:2]([OH:1])[C:11]2[C:6](=[C:7]([C:12]([F:14])([F:13])[F:15])[CH:8]=[CH:9][CH:10]=2)[N:5]=1)[CH2:17][CH3:18])(=[O:35])[C:29]1[CH:34]=[CH:33][CH:32]=[CH:31][CH:30]=1. Procedure: Using the procedure of Example 15, 5 g of 4-hydroxy-2-(1-hydroxypropyl)-N-(2-thiazolyl)-8-trifluoromethyl-3-quinoline carboxamide and 1.7 g of benzoic acid were reacted to obtain 4.65 g of 2-[1-(benzoyloxy)-propyl]-4-hydroxy-N-(2-thiazolyl)-8-(trifluoromethyl)-3-quinoline carboxamide melting at 230° C. The reactants are Cl(=O)[O-].[Na+] (sodium chlorite), P(=O)(O)(O)[O-].[Na+] (sodium dihydrogenphosphate), ClC=1N(C2=CC(=CC=C2C1C=O)OC)C1=CC=CC=C1 (2-Chloro-6-methoxy-1-phenyl-1H-indole-3-carbaldehyde). Solvent: CC(C)=CC (2-methyl-2-butene), O (water), O (water), C(C)(C)(C)O (tert-butanol). Run at time 48 hour. Product: ClC=1N(C2=CC(=CC=C2C1C(=O)O)OC)C1=CC=CC=C1 (2-Chloro-6-methoxy-1-phenyl-1H-indole-3-carboxylic acid). Yield: 102.8%. RXN SMILES: [Cl:1][C:2]1[N:3]([C:15]2[CH:20]=[CH:19][CH:18]=[CH:17][CH:16]=2)[C:4]2[C:9]([C:10]=1[CH:11]=[O:12])=[CH:8][CH:7]=[C:6]([O:13][CH3:14])[CH:5]=2.Cl([O-])=[O:22].[Na+].P([O-])(O)(O)=O.[Na+]>C(O)(C)(C)C.CC(=CC)C.O>[Cl:1][C:2]1[N:3]([C:15]2[CH:16]=[CH:17][CH:18]=[CH:19][CH:20]=2)[C:4]2[C:9]([C:10]=1[C:11]([OH:22])=[O:12])=[CH:8][CH:7]=[C:6]([O:13][CH3:14])[CH:5]=2 |f:1.2,3.4|. Reported procedure: The compound of step 2 (365 mg, 1.27 mmol) was dissolved in tert-butanol (15 ml) and 2-methyl-2-butene (3 ml), and a solution of sodium chlorite (1.06 g, 11.7 mmol) and sodium dihydrogenphosphate (1.06 g, 8.82 mmol) in water (6 ml) was added. The reaction mixture was stirred at room temperature for 48 h. The mixture was diluted with water and extracted with EA. The organic layer was dried over sodium sulfate, filtered and the solvent was removed under reduced pressure to give 394 mg of the crude... Starting materials: C(=O)(N1C=NC=C1)N1C=NC=C1 (carbonyldiimidazole), C(C1=CC=CC=C1)OC1=C(C=CC=C1)CC(=O)O (2-benzyloxyphenylacetic acid), Cl.OCC1CC(C2CNCC2C1)(O)C1=C(C=CC=C1)F ((3aRS,4RS,6SR,7aSR)-6-hydroxymethyl-4-(2-fluorophenyl)perhydroisoindol-4-ol hydrochloride), C(C)(C)N(CC)C(C)C (diisopropylethylamine). The solvent is ClCCl (dichloromethane). Run at temperature 0 celsius, time 2 hour. The product is OCC1CC(C2CN(CC2C1)C(C(C1=CC=CC=C1)OCC1=CC=CC=C1)=O)(O)C1=C(C=CC=C1)F ((3aRS,4RS,6SR,7aSR)-6-hydroxymethyl-4-(2-fluorophenyl)-2-(benzyloxyphenylacetyl)perhydroisoindol-4-ol). Isolated yield 55.5%. As a reaction SMILES: [C:1]([N:8]1[CH:12]=[CH:11]N=[CH:9]1)(N1C=CN=C1)=[O:2].[CH2:13]([O:20][C:21]1[CH:26]=[CH:25][CH:24]=[CH:23][C:22]=1[CH2:27]C(O)=O)[C:14]1[CH:19]=[CH:18][CH:17]=[CH:16][CH:15]=1.Cl.[OH:32][CH2:33][CH:34]1[CH2:42][CH:41]2C(CNC2)[C:36]([C:44]2[CH:49]=[CH:48][CH:47]=[CH:46][C:45]=2[F:50])([OH:43])[CH2:35]1.C(N(C(C)C)CC)(C)C>ClCCl>[OH:32][CH2:33][CH:34]1[CH2:42][CH:41]2[CH:11]([CH2:12][N:8]([C:1](=[O:2])[CH:21]([O:20][CH2:13][C:14]3[CH:15]=[CH:16][CH:17]=[CH:18][CH:19]=3)[C:26]3[CH:25]=[CH:24][CH:23]=[CH:22][CH:27]=3)[CH2:9]2)[C:36]([C:44]2[CH:49]=[CH:48][CH:47]=[CH:46][C:45]=2[F:50])([OH:43])[CH2:35]1 |f:2.3|. Procedure details: 0.54 g of carbonyldiimidazole is added to a solution of 0.8 g of 2-benzyloxyphenylacetic acid in 10 cm3 of dichloromethane, cooled to 0° C. The mixture is stirred at this temperature for 2 hours and then 0.8 g of (3aRS,4RS,6SR,7aSR)-6-hydroxymethyl-4-(2-fluorophenyl)perhydroisoindol-4-ol hydrochloride and 1.04 cm3 of diisopropylethylamine are added. The reaction mixture is stirred at room temperature for 18 hours, and then the organic phase is washed with 10 cm3 of water, then with 10 cm3 of sat... Reactants: N1=NC(=NC2=C1C=CC=C2)N (1,2,4-benzotriazine-3-amine), N(=O)[O-].[Na+] (sodium nitrite). Solvent: O (water), S(O)(O)(=O)=O (sulphuric acid), O (water). The product is N1=NC(=NC2=C1C=CC=C2)O (1,2,4-Benzotriazin-3-ol). The yield is 53.4%. RXN SMILES: [N:1]1[C:6]2[CH:7]=[CH:8][CH:9]=[CH:10][C:5]=2[N:4]=[C:3](N)[N:2]=1.N([O-])=[O:13].[Na+]>O.S(=O)(=O)(O)O>[N:1]1[C:6]2[CH:7]=[CH:8][CH:9]=[CH:10][C:5]=2[N:4]=[C:3]([OH:13])[N:2]=1 |f:1.2|. Procedure details: To a solution of 2.0 g (14 mmol) 1,2,4-benzotriazine-3-amine in 30 ml water and 3 ml conc. sulphuric acid one adds dropwise at 10° C. a solution of 1 g sodium nitrite in 10 ml water. One stirs for 4 b at room temp., filters off the residue and dries. One obtains 1.1 g of title compound (55% of theory) of the m.p. 204-206° C.